Dataset: the Open Reaction Database (ORD), a public repository of structured organic reaction records. Task: describe an organic reaction: reactants, conditions, products, and yield Starting materials: C(CCC)[Sn](C1=CC2=C(C=N1)C=NN2C2=CC=CC(=N2)N2CCN(CCC2)C(=O)OC(C)(C)C)(CCCC)CCCC (tert-butyl 4-[6-(6-tributylstannylpyrazolo[4,3-c]pyridin-1-yl)-2-pyridyl]-1,4-diazepane-1-carboxylate), BrC=1N=C(C(=NC1)N)C (5-bromo-3-methyl-pyrazin-2-amine), C1(CCCCC1)P(C1CCCCC1)C1CCCCC1 (tricyclohexylphosphine). The reagents and catalysts are C=1C=CC(=CC1)/C=C/C(=O)/C=C/C2=CC=CC=C2.C=1C=CC(=CC1)/C=C/C(=O)/C=C/C2=CC=CC=C2.C=1C=CC(=CC1)/C=C/C(=O)/C=C/C2=CC=CC=C2.[Pd].[Pd] (tris(dibenzylideneacetone)dipalladium). Solvent: CN(C(C)=O)C (N,N-Dimethylacetamide). Reaction conditions: temperature 150 celsius. Product: NC=1N=CC(=NC1C)C1=CC2=C(C=N1)C=NN2C2=CC=CC(=N2)N2CCN(CCC2)C(=O)OC(C)(C)C (tert-butyl 4-[6-[6-(5-amino-6-methyl-pyrazin-2-yl)pyrazolo[4,3-c]pyridin-1-yl]-2-pyridyl]-1,4-diazepane-1-carboxylate). Yield: 39.2%. Reaction SMILES: C([Sn](CCCC)(CCCC)[C:6]1[N:11]=[CH:10][C:9]2[CH:12]=[N:13][N:14]([C:15]3[N:20]=[C:19]([N:21]4[CH2:27][CH2:26][CH2:25][N:24]([C:28]([O:30][C:31]([CH3:34])([CH3:33])[CH3:32])=[O:29])[CH2:23][CH2:22]4)[CH:18]=[CH:17][CH:16]=3)[C:8]=2[CH:7]=1)CCC.Br[C:44]1[N:45]=[C:46]([CH3:51])[C:47]([NH2:50])=[N:48][CH:49]=1.C1(P(C2CCCCC2)C2CCCCC2)CCCCC1>CN(C)C(=O)C.C1C=CC(/C=C/C(/C=C/C2C=CC=CC=2)=O)=CC=1.C1C=CC(/C=C/C(/C=C/C2C=CC=CC=2)=O)=CC=1.C1C=CC(/C=C/C(/C=C/C2C=CC=CC=2)=O)=CC=1.[Pd].[Pd]>[NH2:50][C:47]1[N:48]=[CH:49][C:44]([C:6]2[N:11]=[CH:10][C:9]3[CH:12]=[N:13][N:14]([C:15]4[N:20]=[C:19]([N:21]5[CH2:27][CH2:26][CH2:25][N:24]([C:28]([O:30][C:31]([CH3:33])([CH3:34])[CH3:32])=[O:29])[CH2:23][CH2:22]5)[CH:18]=[CH:17][CH:16]=4)[C:8]=3[CH:7]=2)=[N:45][C:46]=1[CH3:51] |f:4.5.6.7.8|. Procedure: A mixture of tert-butyl 4-[6-(6-tributylstannylpyrazolo[4,3-c]pyridin-1-yl)-2-pyridyl]-1,4-diazepane-1-carboxylate (0.5852 mmol; 400 mg), 5-bromo-3-methyl-pyrazin-2-amine (1.170 mmol; 220.1 mg), tricyclohexylphosphine (0.1405 mmol; 39.39 mg) and tris(dibenzylideneacetone)dipalladium (0) (0.05852 mmol; 53.59 mg) in N,N-Dimethylacetamide (30 mL) was purged with Argon for 1 min. The reaction mixture was sealed in a Biotage microwave tube and heated under microwave at 150° C. for 45 min. The mixture... Reactants: BrCC(CC)=O (1-bromo-2-butanone), N (NH3), thio-ether, FC1=CC=C(C=C1)C=1N2C(OC1)=C(C(=N2)C2=CC=C(C=C2)F)C2=CC=C(C=C2)S(=O)(=O)C (3,6-Bis(4-fluorophenyl)-7-(4-methylsulfonylphenyl)pyrazolo[5,1-b][1,3]oxazole). Yields the product FC1=CC=C(C=C1)C1=NN2C(OC=C2CC)=C1C1=CC=C(C=C1)S(=O)(=O)C (6-(4-Fluorophenyl)-7-(4-(methylsulphonyl)phenyl)-3-ethylpyrazolo[5,1-b][1,3]oxazole). As a reaction SMILES: BrCC(=O)CC.FC1C=C[C:11]([C:14]2[N:15]3[N:21]=[C:20]([C:22]4[CH:27]=[CH:26][C:25]([F:28])=[CH:24][CH:23]=4)[C:19]([C:29]4[CH:34]=[CH:33][C:32]([S:35]([CH3:38])(=[O:37])=[O:36])=[CH:31][CH:30]=4)=[C:16]3[O:17][CH:18]=2)=[CH:10]C=1.N>>[F:28][C:25]1[CH:24]=[CH:23][C:22]([C:20]2[C:19]([C:29]3[CH:34]=[CH:33][C:32]([S:35]([CH3:38])(=[O:37])=[O:36])=[CH:31][CH:30]=3)=[C:16]3[O:17][CH:18]=[C:14]([CH2:11][CH3:10])[N:15]3[N:21]=2)=[CH:27][CH:26]=1. Procedure details: The desired product was prepared according to the method of Example 73D-73E substituting 1-bromo-2-butanone in place of 4′-fluoro-2-bromoacetophenone. The resulting thio-ether product was then oxidized as described in Example 73F (yield: 68 mg, 10%). MP 205-208° C.; MS (DCI-NH3) m/z 357(M+H)+, m/z 374 (M+NH4)+; 1H NMR (300 MHz, DMSO-d6) δ1.35 (t, J=7 Hz, 3H), 2.85 (q, J=7 Hz, 2H), 3.25 (s, 3H) 7.3 (m, 2H), 7.5 (m, 4H), 7.8 (d, J=9 Hz, 2H), 8.04 (s, 1H); Anal. calc. for C20H17FN2O3S: C, 62.49; H,... Reactants: CCCN(CCC)CCCCN(CCOC(C)=O)Cc1ccc(CN=Cc2ccccc2)cc1, CCO, Cl. Yields the product CCCN(CCC)CCCCN(CCOC(C)=O)Cc1ccc(CN)cc1. As a reaction SMILES: [C:2]([CH3:3])(=[O:4])[O:5][CH2:6][CH2:7][N:8]([CH2:9][CH2:10][CH2:11][CH2:12][N:13]([CH2:14][CH2:15][CH3:16])[CH2:17][CH2:18][CH3:19])[CH2:20][c:21]1[cH:22][cH:23][c:24]([CH2:27][N:28]=[CH:29][c:30]2[cH:31][cH:32][cH:33][cH:34][cH:35]2)[cH:25][cH:26]1.[CH3:36][CH2:37][OH:38].[ClH:1]>>[C:2]([CH3:3])(=[O:4])[O:5][CH2:6][CH2:7][N:8]([CH2:9][CH2:10][CH2:11][CH2:12][N:13]([CH2:14][CH2:15][CH3:16])[CH2:17][CH2:18][CH3:19])[CH2:20][c:21]1[cH:22][cH:23][c:24]([CH2:27][NH2:28])[cH:25][cH:26]1. Starting materials: 2,3-dichloro-5,6-cyano-1,4-benzoquinone, NC1=NNC=C1C(=O)OCC (3-amino-4-carbethoxypyrazole), C1(=C(C(=CC(=C1)C)C)C=C(C#N)C#N)C ((mesitylmethylene)malononitrile), C1(=C(C(=CC(=C1)C)C)C=C(C#N)C#N)C ((mesitylmethylene)malononitrile), C(C)(C)O (isopropanol). Solvent: N1=CC=CC=C1 (pyridine). Reaction conditions: time 1 hour. The product is NC1=C(C(=NC=2N1N=CC2C(=O)OCC)C2=C(C=C(C=C2C)C)C)C#N (Ethyl 7-amino-6-cyano-5-mesitylpyrazolo[1,5-a]pyrimidine-3-carboxylate). Reaction SMILES: [NH2:1][C:2]1[C:6]([C:7]([O:9][CH2:10][CH3:11])=[O:8])=[CH:5][NH:4][N:3]=1.[C:12]1([CH3:26])[CH:17]=[C:16]([CH3:18])[CH:15]=[C:14]([CH3:19])[C:13]=1[CH:20]=[C:21]([C:24]#[N:25])[C:22]#[N:23].C(O)(C)C>N1C=CC=CC=1>[NH2:25][C:24]1[N:3]2[N:4]=[CH:5][C:6]([C:7]([O:9][CH2:10][CH3:11])=[O:8])=[C:2]2[N:1]=[C:20]([C:13]2[C:12]([CH3:26])=[CH:17][C:16]([CH3:18])=[CH:15][C:14]=2[CH3:19])[C:21]=1[C:22]#[N:23]. Procedure: A solution of 155 mg (1 mmol) of 3-amino-4-carbethoxypyrazole and 196 mg (1 mmol) of (mesitylmethylene)malononitrile (Intermediate 3) in 3 mL of anhydrous pyridine was stirred at reflux under air for 3 days and then cooled and concentrated in vacuo. Because LC-MS indicated the presence of considerable dihydro intermediate, 112 mg (0.49 mmol) of 2,3-dichloro-5,6-cyano-1,4-benzoquinone (DDQ) and 3 mL of isopropanol were added to the residue, and the mixture was stirred at ambient temperature for 1... Starting materials: C(O)([O-])=O.[Na+] (sodium hydrogen carbonate), S(=S)(=O)([O-])[O-].[Na+].[Na+] (sodium thiosulfate), BrC1=C(C=CC=C1Cl)CO ((2-bromo-3-chloro phenyl)methanol), example 7 ( 7a ), 1,1,1-tris(acetoxy)-1,1-dihydro-1,2-benziodoxol-3-(1H)-one. Run in C(Cl)Cl (methylene chloride). Run at time 2 hour. Yields the product BrC1=C(C=O)C=CC=C1Cl (2-Bromo-3-chlorobenzaldehyde). Isolated yield 93.5%. RXN SMILES: [Br:1][C:2]1[C:7]([Cl:8])=[CH:6][CH:5]=[CH:4][C:3]=1[CH2:9][OH:10].C(=O)([O-])O.[Na+].S([O-])([O-])(=O)=S.[Na+].[Na+]>C(Cl)Cl>[Br:1][C:2]1[C:7]([Cl:8])=[CH:6][CH:5]=[CH:4][C:3]=1[CH:9]=[O:10] |f:1.2,3.4.5|. Procedure details: A solution of (2-bromo-3-chloro phenyl)methanol (4.73 g, 21.24 mmol), which had been obtained in Reference example 7 (7a), in methylene chloride (120 mL) was added with 1,1,1-tris(acetoxy)-1,1-dihydro-1,2-benziodoxol-3-(1H)-one (10.8 g, 25.49 mmol) under ice cooling, and stirred at room temperature for 2 hours. The reaction solution was added with a mixture of saturated aqueous sodium hydrogen carbonate solution (60 mL) and saturated aqueous sodium thiosulfate solution (30 mL), and then stirred ... Reactants: C(CCCCCCCCCCC)(=O)O (lauric acid), polyoxyethylene sorbitan monooleate, CCCCCCCC/C=C\CCCCCCCC(=O)OCC([C@@H]1[C@@H]([C@H](CO1)O)O)O (sorbitan monooleate), solution ( C ). Run in C(C)(=O)OCC (ethyl acetate). The product is 93, C(C)C(COC(C=C)=O)CCCC (acrylic acid 2-ethylhexyl ester), C(C=C)(=O)O (acrylic acid). RXN SMILES: [C:1]([OH:14])(=[O:13])[CH2:2][CH2:3]CC[CH2:6][CH2:7][CH2:8][CH2:9][CH2:10][CH2:11][CH3:12].CCCCCCCC/C=C\CCCCC[CH2:30][CH2:31][C:32]([O:34][CH2:35]C(O)[C@H]1OC[C@H](O)[C@H]1O)=[O:33]>C(OCC)(=O)C>[CH2:11]([CH:10]([CH2:9][CH2:8][CH2:7][CH3:6])[CH2:35][O:34][C:32](=[O:33])[CH:31]=[CH2:30])[CH3:12].[C:1]([OH:14])(=[O:13])[CH:2]=[CH2:3]. Reported procedure: With 20 parts of lauric acid, 4 parts of polyoxyethylene sorbitan monooleate and 3 parts of sorbitan monooleate were mixed for dissolution 46 parts (as the solid portion) of a copolymer solution (C) obtained by conventional polymerization of 93 parts of acrylic acid 2-ethylhexyl ester and 7 parts of acrylic acid in ethyl acetate as the solvent to give a lipophilic phase. The reactants are BrC(Br)(Br)Br, ClCCl, COc1c(-c2ccc(C(F)(F)F)cc2CO)cc(C(C)C)c(F)c1O, c1ccc(P(c2ccccc2)c2ccccc2)cc1. Product: COc1c(-c2ccc(C(F)(F)F)cc2CBr)cc(C(C)C)c(F)c1O. Reaction SMILES: [C:20]([Br:21])([Br:22])([Br:23])[Br:24].[Cl:50][CH2:51][Cl:52].[F:25][c:26]1[c:27]([OH:49])[c:28]([O:47][CH3:48])[c:29](-[c:35]2[c:36]([CH2:45][OH:46])[cH:37][c:38]([C:41]([F:42])([F:43])[F:44])[cH:39][cH:40]2)[cH:30][c:31]1[CH:32]([CH3:33])[CH3:34].[c:1]1([P:2]([c:3]2[cH:4][cH:5][cH:6][cH:7][cH:8]2)[c:9]2[cH:10][cH:11][cH:12][cH:13][cH:14]2)[cH:15][cH:16][cH:17][cH:18][cH:19]1>>[CH2:20]([Br:24])[c:36]1[c:35](-[c:29]2[c:28]([O:47][CH3:48])[c:27]([OH:49])[c:26]([F:25])[c:31]([CH:32]([CH3:33])[CH3:34])[cH:30]2)[cH:40][cH:39][c:38]([C:41]([F:42])([F:43])[F:44])[cH:37]1.